From a dataset of the Open Reaction Database (ORD), a public repository of structured organic reaction records. describe an organic reaction: reactants, conditions, products, and yield The reactants are CN(C)C=O, [Cl-], [Cl-], [Li+], CCC1Cc2cc(OCC(=O)OC)c(Cl)c(Cl)c2C1=O, O, O. Product: CCC1(Cl)Cc2cc(OCC(=O)OC)c(Cl)c(Cl)c2C1=O. RXN SMILES: [CH3:26][N:27]([CH3:28])[CH:29]=[O:30].[Cl-:3].[Cl-:5].[Li+:4].[O:6]=[C:7]1[CH:8]([CH2:24][CH3:25])[CH2:9][c:10]2[cH:11][c:12]([O:18][CH2:19][C:20](=[O:21])[O:22][CH3:23])[c:13]([Cl:17])[c:14]([Cl:16])[c:15]21.[OH2:1].[OH2:2]>>[Cl:3][C:8]1([CH2:24][CH3:25])[C:7](=[O:6])[c:15]2[c:10]([cH:11][c:12]([O:18][CH2:19][C:20](=[O:21])[O:22][CH3:23])[c:13]([Cl:17])[c:14]2[Cl:16])[CH2:9]1. Starting materials: [C@H]1([C@@H](O)[C@@H](O)[C@H](O)[C@H](O1)CO)OC1=C(C=CC=C1)C=1C=C(C=CC1)CC=CP(OCC)(OCC)=O (Diethyl 3-(3-(2-α-D-mannopyranosyloxyphenyl)phenyl)prop-1-enylphosphonate). Reagents/catalysts: [Pd] (Pd/C). Solvent: C(C)O (ethanol). Yields the product [C@H]1([C@@H](O)[C@@H](O)[C@H](O)[C@H](O1)CO)OC1=C(C=CC=C1)C=1C=C(C=CC1)CCCP(OCC)(OCC)=O (diethyl 3-(3-(2-α-D-mannopyranosyloxyphenyl)phenyl)propylphosphonate). The yield is 112.6%. Reaction SMILES: [C@H:1]1([O:12][C:13]2[CH:18]=[CH:17][CH:16]=[CH:15][C:14]=2[C:19]2[CH:20]=[C:21]([CH2:25][CH:26]=[CH:27][P:28](=[O:35])([O:32][CH2:33][CH3:34])[O:29][CH2:30][CH3:31])[CH:22]=[CH:23][CH:24]=2)[O:9][C@H:8]([CH2:10][OH:11])[C@@H:6]([OH:7])[C@H:4]([OH:5])[C@@H:2]1[OH:3]>C(O)C.[Pd]>[C@H:1]1([O:12][C:13]2[CH:18]=[CH:17][CH:16]=[CH:15][C:14]=2[C:19]2[CH:20]=[C:21]([CH2:25][CH2:26][CH2:27][P:28](=[O:35])([O:29][CH2:30][CH3:31])[O:32][CH2:33][CH3:34])[CH:22]=[CH:23][CH:24]=2)[O:9][C@H:8]([CH2:10][OH:11])[C@@H:6]([OH:7])[C@H:4]([OH:5])[C@@H:2]1[OH:3]. Procedure: Diethyl 3-(3-(2-α-D-mannopyranosyloxyphenyl)phenyl)prop-1-enylphosphonate (0.46 g, 0.80 mmol) was dissolved in ethanol (25 ml) and hydrogenated (40 psi H2, 10% Pd/C) for 3 hours. The suspension was filtered through celite and the filtrate concentrated under reduced pressure to afford diethyl 3-(3-(2-α-D-mannopyranosyloxyphenyl)phenyl)propylphosphonate (0.46 g, quantitative). Reactants: IC1=CN(C2=NC=C(C=C21)C2=CC(=CC=C2)NS(=O)(=O)C)C(=O)OC(C)(C)C (tert-butyl 3-iodo-5-(3-(methylsulfonamido)phenyl)-1H-pyrrolo[2,3-b]pyridine-1-carboxylate), C([O-])([O-])=O.[Na+].[Na+] (sodium carbonate), [N+](=O)([O-])C=1C=C(CN2N=CC(=C2)B2OC(C(O2)(C)C)(C)C)C=CC1 (1-(3-nitrobenzyl)-4-(4,4,5,5-tetramethyl-1,3,2-dioxaborolan-2-yl)-1H-pyrazole), [N+](=O)([O-])C=1C=C(CN2N=CC(=C2)B2OC(C(O2)(C)C)(C)C)C=CC1 (1-(3-nitrobenzyl)-4-(4,4,5,5-tetramethyl-1,3,2-dioxaborolan-2-yl)-1H-pyrazole). Reagents/catalysts: C1=CC=C(C=C1)P([C-]2C=CC=C2)C3=CC=CC=C3.C1=CC=C(C=C1)P([C-]2C=CC=C2)C3=CC=CC=C3.Cl[Pd]Cl.[Fe+2] (PdCl2(dppf)). Run in COCCOC.O (DME water). Yields the product CS(=O)(=O)NC=1C=C(C=CC1)C=1C=C2C(=NC1)N(C=C2C=2C=NN(C2)CC2=CC(=CC=C2)[N+](=O)[O-])C(=O)OC(C)(C)C (tert-butyl 5-(3-(methylsulfonamido)phenyl)-3-(1-(3-nitrobenzyl)-1H-pyrazol-4-yl)-1H-pyrrolo[2,3-b]pyridine-1-carboxylate). Yield: 68.0%. As a reaction SMILES: I[C:2]1[C:10]2[C:5](=[N:6][CH:7]=[C:8]([C:11]3[CH:16]=[CH:15][CH:14]=[C:13]([NH:17][S:18]([CH3:21])(=[O:20])=[O:19])[CH:12]=3)[CH:9]=2)[N:4]([C:22]([O:24][C:25]([CH3:28])([CH3:27])[CH3:26])=[O:23])[CH:3]=1.[N+:29]([C:32]1[CH:33]=[C:34]([CH:50]=[CH:51][CH:52]=1)[CH2:35][N:36]1[CH:40]=[C:39](B2OC(C)(C)C(C)(C)O2)[CH:38]=[N:37]1)([O-:31])=[O:30].C(=O)([O-])[O-].[Na+].[Na+]>C1C=CC(P(C2C=CC=CC=2)[C-]2C=CC=C2)=CC=1.C1C=CC(P(C2C=CC=CC=2)[C-]2C=CC=C2)=CC=1.Cl[Pd]Cl.[Fe+2].COCCOC.O>[CH3:21][S:18]([NH:17][C:13]1[CH:12]=[C:11]([C:8]2[CH:9]=[C:10]3[C:2]([C:39]4[CH:38]=[N:37][N:36]([CH2:35][C:34]5[CH:50]=[CH:51][CH:52]=[C:32]([N+:29]([O-:31])=[O:30])[CH:33]=5)[CH:40]=4)=[CH:3][N:4]([C:22]([O:24][C:25]([CH3:28])([CH3:27])[CH3:26])=[O:23])[C:5]3=[N:6][CH:7]=2)[CH:16]=[CH:15][CH:14]=1)(=[O:20])=[O:19] |f:2.3.4,5.6.7.8,9.10|. Reported procedure: Using similar reaction conditions as described in step-i of example 1, tert-butyl 3-iodo-5-(3-(methylsulfonamido)phenyl)-1H-pyrrolo[2,3-b]pyridine-1-carboxylate (intermediate-32) (300 mg, 0.5 mmol) was coupled with 1-(3-nitrobenzyl)-4-(4,4,5,5-tetramethyl-1,3,2-dioxaborolan-2-yl)-1H-pyrazole (intermediate 10) (211 mg, 0.6 mmol) in sodium carbonate (189 mg, 1.7 mmol), PdCl2(dppf) (20 mg, 0.02 mmol) and DME/water (3/3 ml) to afford 200 mg (59% yield) of the pure product after column purification u... Product: CCC1C(C=O)=NN=C(c2ccc(OC)c(OC)c2)c2cc(OC)c(OC)cc21. RXN SMILES: [CH3:4][O:5][c:6]1[cH:7][c:8]([C:14]2=[N:15][N:16]=[C:17]([CH3:31])[CH:18]([CH2:29][CH3:30])[c:19]3[c:20]2[cH:21][c:22]([O:27][CH3:28])[c:23]([O:25][CH3:26])[cH:24]3)[cH:9][cH:10][c:11]1[O:12][CH3:13].[O:32]1[CH2:33][CH2:34][O:35][CH2:36][CH2:37]1.[Se:1](=[O:2])=[O:3]>>[O:2]=[CH:31][C:17]1=[N:16][N:15]=[C:14]([c:8]2[cH:7][c:6]([O:5][CH3:4])[c:11]([O:12][CH3:13])[cH:10][cH:9]2)[c:20]2[c:19]([cH:24][c:23]([O:25][CH3:26])[c:22]([O:27][CH3:28])[cH:21]2)[CH:18]1[CH2:29][CH3:30]. Reactants: CCC1C(C)=NN=C(c2ccc(OC)c(OC)c2)c2cc(OC)c(OC)cc21, C1COCCO1, O=[Se]=O. Conditions: time 1 hour. Reaction SMILES: C(OC([N:8]1[CH2:13][CH2:12][C:11]2([C:17]3[CH:18]=[CH:19][CH:20]=[CH:21][C:16]=3[CH2:15][S:14]2)[CH2:10][CH2:9]1)=O)(C)(C)C.[ClH:22]>C(Cl)Cl.O1CCOCC1>[ClH:22].[NH:8]1[CH2:13][CH2:12][C:11]2([C:17]3[CH:18]=[CH:19][CH:20]=[CH:21][C:16]=3[CH2:15][S:14]2)[CH2:10][CH2:9]1 |f:4.5|. The solvent is O1CCOCC1 (dioxane), C(Cl)Cl (methylene chloride). The product is Cl.N1CCC2(CC1)SCC1=C2C=CC=C1 (Spiro[benzo[c]thiophene-1(3H),4'-piperidine] hydrochloride). Yield: 91.0%. The reactants are solution, Cl (hydrogen chloride), C(C)(C)(C)OC(=O)N1CCC2(CC1)SCC1=C2C=CC=C1 (1'-t-butoxycarbonylspiro[benzo[c]thiophene-1(3H),4'-piperidine]). Procedure: 150 mg (0.49 mmole) of 1'-t-butoxycarbonylspiro[benzo[c]thiophene-1(3H),4'-piperidine] [prepared as described in step (b) above] were dissolved in 3 ml of anhydrous methylene chloride, and 1 ml of a 4 N solution of hydrogen chloride in dioxane was added. The mixture was then stirred at room temperature for 1 hour. At the end of this time, the crystals which deposited were collected by filtration, to give 108 mg (yield 91%) of the title compound as white crystals. Starting materials: C1CCOC1, CO, Cc1nc(N2CCN(C(=O)c3c(F)cccc3F)CC2)ccc1[N+](=O)[O-]. The product is Cc1nc(N2CCN(C(=O)c3c(F)cccc3F)CC2)ccc1N. RXN SMILES: [CH2:29]1[O:30][CH2:31][CH2:32][CH2:33]1.[CH3:27][OH:28].[F:1][c:2]1[c:3]([C:9](=[O:10])[N:11]2[CH2:12][CH2:13][N:14]([c:17]3[n:18][c:19]([CH3:26])[c:20]([N+:23]([O-:24])=[O:25])[cH:21][cH:22]3)[CH2:15][CH2:16]2)[c:4]([F:8])[cH:5][cH:6][cH:7]1>>[F:1][c:2]1[c:3]([C:9](=[O:10])[N:11]2[CH2:12][CH2:13][N:14]([c:17]3[n:18][c:19]([CH3:26])[c:20]([NH2:23])[cH:21][cH:22]3)[CH2:15][CH2:16]2)[c:4]([F:8])[cH:5][cH:6][cH:7]1. Starting materials: [H-].[Na+] (Sodium hydride), BrC=1N=C(C(=NC1)NS(=O)(=O)C1=C(C(=CC=C1)Cl)Cl)OCC=1C=NC=CC1 (N-[5-Bromo-3-(3-pyridinylmethoxy)-2-pyrazinyl]-2,3-dichlorobenzenesulphonamide), C(C(C)C)OC(=O)Cl (Iso-butylchloroformate). Solvent: COCCOC (1,2-dimethoxyethane). Reaction conditions: time 2 hour. The product is BrC=1N=C(C(=NC1)N(C(OCC(C)C)=O)S(=O)(=O)C1=C(C(=CC=C1)Cl)Cl)OCC=1C=NC=CC1 ([5-Bromo-3-(3-pyridinylmethoxy)-2-pyrazinyl][(2,3-dichlorophenyl)sulphonyl]carbamic acid, 2-methylpropyl ester). RXN SMILES: [H-].[Na+].[Br:3][C:4]1[N:5]=[C:6]([O:22][CH2:23][C:24]2[CH:25]=[N:26][CH:27]=[CH:28][CH:29]=2)[C:7]([NH:10][S:11]([C:14]2[CH:19]=[CH:18][CH:17]=[C:16]([Cl:20])[C:15]=2[Cl:21])(=[O:13])=[O:12])=[N:8][CH:9]=1.[CH2:30]([O:34][C:35](Cl)=[O:36])[CH:31]([CH3:33])[CH3:32]>COCCOC>[Br:3][C:4]1[N:5]=[C:6]([O:22][CH2:23][C:24]2[CH:25]=[N:26][CH:27]=[CH:28][CH:29]=2)[C:7]([N:10]([S:11]([C:14]2[CH:19]=[CH:18][CH:17]=[C:16]([Cl:20])[C:15]=2[Cl:21])(=[O:12])=[O:13])[C:35](=[O:36])[O:34][CH2:30][CH:31]([CH3:33])[CH3:32])=[N:8][CH:9]=1 |f:0.1|. Procedure details: Sodium hydride (0.045 g of a 60% dispersion in oil) was added to N-[5-bromo-3-(3-pyridinylmethoxy)-2-pyrazinyl]-2,3-dichlorobenzenesulphonamide (Example 34) (0.5 g) in 1,2-dimethoxyethane (3 mL). Iso-butylchloroformate (0.15 mL) was added. After 2 h, the mixture was partitioned between water and ethyl acetate. The organic layer was dried (Na2SO4) and evaproated to yield the product (0.65 g). Used directly. The reactants are CC1(C)OCC(N)(c2ccc3cc(Oc4ccc(OCc5ccccc5)cc4)ccc3c2)CO1, NC(CO)(CO)c1ccc2cc(Oc3ccc(Oc4ccccc4)cc3)ccc2c1. Yields the product NC(CO)(CO)c1ccc2cc(Oc3ccc(OCc4ccccc4)cc3)ccc2c1. As a reaction SMILES: [CH2:31]([c:32]1[cH:33][cH:34][cH:35][cH:36][cH:37]1)[O:38][c:39]1[cH:40][cH:41][c:42]([O:43][c:44]2[cH:45][c:46]3[cH:47][cH:48][c:49]([C:54]4([NH2:62])[CH2:55][O:56][C:57]([CH3:60])([CH3:61])[O:58][CH2:59]4)[cH:50][c:51]3[cH:52][cH:53]2)[cH:63][cH:64]1.[NH2:1][C:2]([c:3]1[cH:4][cH:5][c:6]2[c:7]([cH:8][cH:9][c:10]([O:11][c:12]3[cH:13][cH:14][c:15]([O:16][c:17]4[cH:18][cH:19][cH:20][cH:21][cH:22]4)[cH:23][cH:24]3)[cH:25]2)[cH:26]1)([CH2:27][OH:28])[CH2:29][OH:30]>>[CH2:31]([c:32]1[cH:33][cH:34][cH:35][cH:36][cH:37]1)[O:38][c:39]1[cH:40][cH:41][c:42]([O:43][c:44]2[cH:45][c:46]3[cH:47][cH:48][c:49]([C:54]([CH2:55][OH:56])([CH2:59][OH:58])[NH2:62])[cH:50][c:51]3[cH:52][cH:53]2)[cH:63][cH:64]1. Reactants: Grignard reagent, [Mg] (magnesium), BrC=1C=C(C=CC1)C(F)(F)F (3-bromobenzotrifluoride), CCOCC (ether), [Cl-].[NH4+] (ammonium chloride), C(#N)C1=CC=NC=C1 (4-cyanopyridine), CCOCC (ether). Solvent: C1=CC=CC=C1 (benzene), C1=CC=CC=C1 (benzene). Reaction conditions: time 8 hour. Product: FC(C=1C=C(C(=O)C2=CC=NC=C2)C=CC1)(F)F (4-(m-trifluoromethylbenzoyl)pyridine). Yield: 55.0%. RXN SMILES: [Mg].Br[C:3]1[CH:4]=[C:5]([C:9]([F:12])([F:11])[F:10])[CH:6]=[CH:7][CH:8]=1.[C:13]([C:15]1[CH:20]=[CH:19][N:18]=[CH:17][CH:16]=1)#N.[Cl-].[NH4+].CC[O:25]CC>C1C=CC=CC=1>[F:10][C:9]([F:12])([F:11])[C:5]1[CH:4]=[C:3]([CH:8]=[CH:7][CH:6]=1)[C:13]([C:15]1[CH:20]=[CH:19][N:18]=[CH:17][CH:16]=1)=[O:25] |f:3.4|. Reported procedure: To a cold Grignard reagent prepared from 27 g (1.1 moles) of magnesium and 240 g (1.07 moles) of 3-bromobenzotrifluoride in 300 ml of dry ether and 150 ml of benzene, was added dropwise over a period of three hours a solution of 100 g (0.96 mole) of 4-cyanopyridine in 300 ml of benzene and 200 ml of ether. After being allowed to stand overnight at room temperature, the mixture was warmed for thirty minutes and then decomposed by adding 700 ml of saturated ammonium chloride solution. The ether-be...